This data is from the Open Reaction Database (ORD), a public repository of structured organic reaction records. The task is: describe an organic reaction: reactants, conditions, products, and yield Starting materials: C(C)OC(CCCOC1=CC2=C(C(C3=C(CC2)C=CC=C3)CCCN(C)C)C=C1)=O (4-[5-(3-dimethylaminopropyl)-10,11-dihydro-5H-dibenzo[a,d]cyclohepten-2-yloxy]-butyric Acid Ethyl Ester), C1CCOC1 (THF), [OH-].[Li+] (lithium hydroxide). The solvent is O (water), CO (methanol). Reaction conditions: time 18 hour. Product: CN(CCCC1C2=C(CCC3=C1C=CC(=C3)OCCCC(=O)O)C=CC=C2)C (4-[5-(3-dimethylamino-propyl)-10,11-dihydro-5H-dibenzo[a,d]cyclohepten-2-yloxy]-butyric Acid). The yield is 95.2%. As a reaction SMILES: C([O:3][C:4](=[O:30])[CH2:5][CH2:6][CH2:7][O:8][C:9]1[CH:29]=[CH:28][C:12]2[CH:13]([CH2:22][CH2:23][CH2:24][N:25]([CH3:27])[CH3:26])[C:14]3[CH:21]=[CH:20][CH:19]=[CH:18][C:15]=3[CH2:16][CH2:17][C:11]=2[CH:10]=1)C.C1COCC1.[OH-].[Li+]>O.CO>[CH3:27][N:25]([CH3:26])[CH2:24][CH2:23][CH2:22][CH:13]1[C:12]2[CH:28]=[CH:29][C:9]([O:8][CH2:7][CH2:6][CH2:5][C:4]([OH:30])=[O:3])=[CH:10][C:11]=2[CH2:17][CH2:16][C:15]2[CH:18]=[CH:19][CH:20]=[CH:21][C:14]1=2 |f:2.3|. Procedure details: To a solution of 875 mg of 7 (2.1 mmol) in 10 ml of freshly distilled THF was added a solution of 875 mg of lithium hydroxide in 10 ml of water and 5 ml of methanol. The reaction was allowed to stir at room temperature 18 hours and concentrated to remove THF and methanol. The aqueous residue was adjusted to pH 6 with 6N HCl. This was extracted with 3×100 ml of dichloromethane. The pH of the aqueous part was readjusted to 6 again after first extraction. The combined organic part was dried (Na2SO4... Starting materials: O=C1OC(=O)C2=C1CCCC2, CC(=O)O, CCCCCOC(=O)COc1cc(N)c(F)cc1Cl, O. Yields the product CCCCCOC(=O)COc1cc(N2C(=O)C3=C(CCCC3)C2=O)c(F)cc1Cl. RXN SMILES: [C:20]1(=[O:30])[C:21]2=[C:22]([C:23](=[O:24])[O:25]1)[CH2:26][CH2:27][CH2:28][CH2:29]2.[CH3:31][C:32](=[O:33])[OH:34].[Cl:1][c:2]1[cH:3][c:4]([F:19])[c:5]([NH2:6])[cH:7][c:8]1[O:9][CH2:10][C:11](=[O:12])[O:13][CH2:14][CH2:15][CH2:16][CH2:17][CH3:18].[OH2:35]>>[Cl:1][c:2]1[cH:3][c:4]([F:19])[c:5]([N:6]2[C:20](=[O:25])[C:21]3=[C:22]([C:23]2=[O:24])[CH2:26][CH2:27][CH2:28][CH2:29]3)[cH:7][c:8]1[O:9][CH2:10][C:11](=[O:12])[O:13][CH2:14][CH2:15][CH2:16][CH2:17][CH3:18].